This data is from the Open Reaction Database (ORD), a public repository of structured organic reaction records. The task is: describe an organic reaction: reactants, conditions, products, and yield Starting materials: ClC1=C2C(=NC=C1C(=O)O)N(N=C2C)C (4-chloro-1,3-dimethylpyrazolo[5,4-b]pyridine-5-carboxylic acid), N1CCOCC1 (morpholine), CN(C)C=O (DMF). Conditions: time 1 hour. Yields the product CN1N=C(C=2C1=NC=C(C2N2CCOCC2)C(=O)N)C (1,3-dimethyl-4-morpholin-4-ylpyrazolo[5,4-b]pyridine-5-carboxamide). RXN SMILES: Cl[C:2]1[C:7]([C:8]([OH:10])=O)=[CH:6][N:5]=[C:4]2[N:11]([CH3:15])[N:12]=[C:13]([CH3:14])[C:3]=12.[NH:16]1[CH2:21][CH2:20][O:19][CH2:18][CH2:17]1.C[N:23](C=O)C>>[CH3:15][N:11]1[C:4]2=[N:5][CH:6]=[C:7]([C:8]([NH2:23])=[O:10])[C:2]([N:16]3[CH2:21][CH2:20][O:19][CH2:18][CH2:17]3)=[C:3]2[C:13]([CH3:14])=[N:12]1. Procedure details: A solution of 4-chloro-1,3-dimethylpyrazolo[5,4-b]pyridine-5-carboxylic acid (450 mg) and morpholine (870 mg) in DMF (15 mL) was stirred at room temperature for 5 h, and then concentrated under reduced pressure. The residue was treated with water (10 mL), and the resulting solid was filtered, washed with water, and dried under high vacuum. The solid was suspended in anhydrous dichloromethane (20 mL) and treated with oxalyl chloride (1.0 mL) and anhydrous DMF (0.1 mL). The mixture was stirred at ...